Dataset: the Open Reaction Database (ORD), a public repository of structured organic reaction records. Task: describe an organic reaction: reactants, conditions, products, and yield Reactants: NCC1=CC(=NC=C1)CN(C(OC(C)(C)C)=O)CCCCN(C1CC1)CC1=CC=CC=C1 (tert-butyl N-{[4-(aminomethyl)pyridin-2-yl]methyl}-N-{4-[benzyl(cyclopropyl)amino]butyl}carbamate), BrCC#N (bromoacetonitrile), CCN(C(C)C)C(C)C (DIPEA). Procedure: By General Procedure T from tert-butyl N-{[4-(aminomethyl)pyridin-2-yl]methyl}-N-{4-[benzyl(cyclopropyl)amino]butyl}carbamate (1 equiv.) and bromoacetonitrile (1.1 equiv.), using 2 equiv. DIPEA. Aqueous work up gave the title product, which was used without further purification. Reaction SMILES: [NH2:1][CH2:2][C:3]1[CH:8]=[CH:7][N:6]=[C:5]([CH2:9][N:10]([CH2:18][CH2:19][CH2:20][CH2:21][N:22]([CH2:26][C:27]2[CH:32]=[CH:31][CH:30]=[CH:29][CH:28]=2)[CH:23]2[CH2:25][CH2:24]2)[C:11](=[O:17])[O:12][C:13]([CH3:16])([CH3:15])[CH3:14])[CH:4]=1.Br[CH2:34][C:35]#[N:36].CCN(C(C)C)C(C)C>>[CH2:26]([N:22]([CH:23]1[CH2:25][CH2:24]1)[CH2:21][CH2:20][CH2:19][CH2:18][N:10]([CH2:9][C:5]1[CH:4]=[C:3]([CH2:2][NH:1][CH2:34][C:35]#[N:36])[CH:8]=[CH:7][N:6]=1)[C:11](=[O:17])[O:12][C:13]([CH3:16])([CH3:14])[CH3:15])[C:27]1[CH:28]=[CH:29][CH:30]=[CH:31][CH:32]=1. Yields the product C(C1=CC=CC=C1)N(CCCCN(C(OC(C)(C)C)=O)CC1=NC=CC(=C1)CNCC#N)C1CC1 (Tert-butyl N-{4-[benzyl(cyclopropyl)amino]butyl}-N-[(4-{[(cyanomethyl)amino]methyl}pyridin-2-yl)methyl]carbamate). The reactants are O=C([O-])[O-], CC#N, OC1(c2cccc(Cl)c2F)CCNC1, CCI, [K+], [K+], [Na+], [Na+], O=C([O-])[O-]. Yields the product CCN1CCC(O)(c2cccc(Cl)c2F)C1. RXN SMILES: [C:15](=[O:16])([O-:17])[O-:18].[CH3:30][C:31]#[N:32].[Cl:1][c:2]1[c:3]([F:14])[c:4]([C:8]2([OH:13])[CH2:9][NH:10][CH2:11][CH2:12]2)[cH:5][cH:6][cH:7]1.[I:21][CH2:22][CH3:23].[K+:19].[K+:20].[Na+:24].[Na+:25].[O-:26][C:27](=[O:28])[O-:29]>>[Cl:1][c:2]1[c:3]([F:14])[c:4]([C:8]2([OH:13])[CH2:9][N:10]([CH2:22][CH3:23])[CH2:11][CH2:12]2)[cH:5][cH:6][cH:7]1. Starting materials: N#CC=P(c1ccccc1)(c1ccccc1)c1ccccc1, ClC(Cl)Cl, O=Cc1ccc(Cl)s1. Product: N#CC=Cc1ccc(Cl)s1. RXN SMILES: [C:9](#[N:10])[CH:11]=[P:12]([c:13]1[cH:14][cH:15][cH:16][cH:17][cH:18]1)([c:19]1[cH:20][cH:21][cH:22][cH:23][cH:24]1)[c:25]1[cH:26][cH:27][cH:28][cH:29][cH:30]1.[CH:31]([Cl:32])([Cl:33])[Cl:34].[Cl:1][c:2]1[s:3][c:4]([CH:7]=[O:8])[cH:5][cH:6]1>>[Cl:1][c:2]1[s:3][c:4]([CH:7]=[CH:11][C:9]#[N:10])[cH:5][cH:6]1. The reactants are COCOCC(CC(=O)N(Cc1cccc(Cl)c1Cl)C1CC1)N(CCC(=O)OC)C(=O)OC(C)(C)C, CO, CCOC(C)=O, Cc1ccccc1, [Cl-], [NH4+], [Na]. Product: COCOCC1C(C(=O)N(Cc2cccc(Cl)c2Cl)C2CC2)C(=O)CCN1C(=O)OC(C)(C)C. Reaction SMILES: [C:1]([CH3:2])([CH3:3])([CH3:4])[O:5][C:6](=[O:7])[N:8]([CH2:9][CH2:10][C:11](=[O:12])[O:13][CH3:14])[CH:15]([CH2:16][O:17][CH2:18][O:19][CH3:20])[CH2:21][C:22](=[O:23])[N:24]([CH2:25][c:26]1[c:27]([Cl:33])[c:28]([Cl:32])[cH:29][cH:30][cH:31]1)[CH:34]1[CH2:35][CH2:36]1.[CH3:38][OH:39].[CH3:42][CH2:43][O:44][C:45](=[O:46])[CH3:47].[CH3:48][c:49]1[cH:50][cH:51][cH:52][cH:53][cH:54]1.[Cl-:40].[NH4+:41].[Na:37]>>[C:1]([CH3:2])([CH3:3])([CH3:4])[O:5][C:6](=[O:7])[N:8]1[CH2:9][CH2:10][C:11](=[O:12])[CH:21]([C:22](=[O:23])[N:24]([CH2:25][c:26]2[c:27]([Cl:33])[c:28]([Cl:32])[cH:29][cH:30][cH:31]2)[CH:34]2[CH2:35][CH2:36]2)[CH:15]1[CH2:16][O:17][CH2:18][O:19][CH3:20]. Reaction SMILES: [CH3:1][N:2]([CH3:3])[CH2:4][c:5]1[cH:6][c:7](-[c:11]2[c:12]([O:20][CH3:21])[cH:13][cH:14][c:15]([N+:17]([O-:18])=[O:19])[cH:16]2)[cH:8][cH:9][cH:10]1.[CH3:23][CH2:24][OH:25].[CH3:27][CH2:28][OH:29].[ClH:22].[Fe:30].[OH2:26]>>[CH3:1][N:2]([CH3:3])[CH2:4][c:5]1[cH:6][c:7](-[c:11]2[c:12]([O:20][CH3:21])[cH:13][cH:14][c:15]([NH2:17])[cH:16]2)[cH:8][cH:9][cH:10]1. Yields the product COc1ccc(N)cc1-c1cccc(CN(C)C)c1. Reactants: COc1ccc([N+](=O)[O-])cc1-c1cccc(CN(C)C)c1, CCO, CCO, Cl, [Fe], O. Starting materials: Nc1ccccc1SC(c1ccccc1)C(NC(=O)OCc1ccccc1)C(=O)O, Cc1ccccc1C. Yields the product O=C(NC1C(=O)Nc2ccccc2SC1c1ccccc1)OCc1ccccc1. Reaction SMILES: [CH2:1]([c:2]1[cH:3][cH:4][cH:5][cH:6][cH:7]1)[O:8][C:9](=[O:10])[NH:11][CH:12]([CH:13]([S:14][c:15]1[c:16]([NH2:21])[cH:17][cH:18][cH:19][cH:20]1)[c:22]1[cH:23][cH:24][cH:25][cH:26][cH:27]1)[C:28](=[O:29])[OH:30].[c:31]1([CH3:32])[c:33]([CH3:34])[cH:35][cH:36][cH:37][cH:38]1>>[CH2:1]([c:2]1[cH:3][cH:4][cH:5][cH:6][cH:7]1)[O:8][C:9](=[O:10])[NH:11][CH:12]1[CH:13]([c:22]2[cH:23][cH:24][cH:25][cH:26][cH:27]2)[S:14][c:15]2[c:16]([cH:17][cH:18][cH:19][cH:20]2)[NH:21][C:28]1=[O:30]. Reactants: ClC1=C(C=C(C=N1)CO)OC ((6-chloro-5-methoxypyridin-3-yl)methanol), S(=O)(Cl)Cl (thionyl chloride). Solvent: ClCCl (dichloromethane). Run at time 5 hour. Product: ClC1=NC=C(C=C1OC)CCl (2-chloro-5-chloromethyl-3-methoxypyridine). Reaction SMILES: [Cl:1][C:2]1[N:7]=[CH:6][C:5]([CH2:8]O)=[CH:4][C:3]=1[O:10][CH3:11].S(Cl)([Cl:14])=O>ClCCl>[Cl:1][C:2]1[C:3]([O:10][CH3:11])=[CH:4][C:5]([CH2:8][Cl:14])=[CH:6][N:7]=1. Procedure: To a solution of (6-chloro-5-methoxypyridin-3-yl)methanol (0.50 g, 2.9 mmol) in dichloromethane (14 mL) at 25° C. was added thionyl chloride (230 μL, 3.2 mmol) dropwise. Let stir for 5 h, then the reaction was quenched with saturated aqueous NaHCO3 and extracted with dichloromethane (3×). The combined organic layer were dried over MgSO4 and concentrated to furnish the product 2-chloro-5-chloromethyl-3-methoxypyridine that was 96% pure by GC-MS. The product was used immediately in the next step w... The product is FC1=CC=C(COC2=C(C=C(C(=O)NCCC3=CC=NC=C3)C=C2)CC(C)C)C=C1 (4-[2-[4-(4-fluorobenzyloxy)-3-isobutylbenzoylamino]ethyl]pyridine). Conditions: time 30 minute. Procedure details: 4-(4-fluorobenzyloxy)-3-isobutylbenzoic acid(1.51 g) was dissolved in chloroform(50 ml) and triethylamine(1.38 ml), and then diphenylphosphinic chloride(0.95 ml) was added thereto while being cooled with ice. After being stirred for 30 minutes, the mixture, with 4-(2-aminoethyl)pyridine(0.61 g) added thereto, was stirred for 2 hours at room temperature. The reaction mixture was washed with saturated sodium hydrogencarbonate aqueous solution and saturated brine successively, dried over sodium sul... RXN SMILES: [F:1][C:2]1[CH:22]=[CH:21][C:5]([CH2:6][O:7][C:8]2[CH:16]=[CH:15][C:11]([C:12]([OH:14])=O)=[CH:10][C:9]=2[CH2:17][CH:18]([CH3:20])[CH3:19])=[CH:4][CH:3]=1.C1(P(Cl)(C2C=CC=CC=2)=O)C=CC=CC=1.[NH2:38][CH2:39][CH2:40][C:41]1[CH:46]=[CH:45][N:44]=[CH:43][CH:42]=1>C(Cl)(Cl)Cl.C(N(CC)CC)C>[F:1][C:2]1[CH:3]=[CH:4][C:5]([CH2:6][O:7][C:8]2[CH:16]=[CH:15][C:11]([C:12]([NH:38][CH2:39][CH2:40][C:41]3[CH:46]=[CH:45][N:44]=[CH:43][CH:42]=3)=[O:14])=[CH:10][C:9]=2[CH2:17][CH:18]([CH3:20])[CH3:19])=[CH:21][CH:22]=1. The solvent is C(C)N(CC)CC (triethylamine), C(Cl)(Cl)Cl (chloroform). Starting materials: C1(=CC=CC=C1)P(=O)(C1=CC=CC=C1)Cl (diphenylphosphinic chloride), FC1=CC=C(COC2=C(C=C(C(=O)O)C=C2)CC(C)C)C=C1 (4-(4-fluorobenzyloxy)-3-isobutylbenzoic acid), NCCC1=CC=NC=C1 (4-(2-aminoethyl)pyridine). Isolated yield 85.7%. Starting materials: Cl (hydrochloric acid), NC1=NC(=NC(=C1N)O)S (4,5-Diamino-6-hydroxy-2-mercaptopyrimidine), N1=CC=CC=C1 (pyridine), C(C(C)(C)C)(=O)Cl (pivaloyl chloride), CI (methyl iodide), P(=O)(Cl)(Cl)Cl (phosphorus oxychloride). Conditions: time 12 hour. Product: C(C)(C)(C)C1=NC2=NC(=NC(=C2N1)Cl)SC (8-(tert-Butyl)-6-chloro-2-methylthiopurine). Yield: 90.0%. Reaction SMILES: [NH2:1][C:2]1[C:7]([NH2:8])=[C:6](O)[N:5]=[C:4]([SH:10])[N:3]=1.[C:11](Cl)(=O)[C:12]([CH3:15])([CH3:14])[CH3:13].CI.[ClH:20].P(Cl)(Cl)(Cl)=O.N1C=CC=C[CH:27]=1>>[C:12]([C:15]1[NH:8][C:7]2[C:2](=[N:3][C:4]([S:10][CH3:27])=[N:5][C:6]=2[Cl:20])[N:1]=1)([CH3:14])([CH3:13])[CH3:11]. Procedure: 4,5-Diamino-6-hydroxy-2-mercaptopyrimidine (15.0 g, 94.8 mmol) was dissolved in pyridine (200 mL), to the solution was added pivaloyl chloride (14.0 mL, 0.11 mol, 1.2 equivalents), and then the mixture was stirred at room temperature for 12 hours. After the reaction solution was concentrated, to the residue was added acetone, and the deposited solid (18.5 g, 81%) was collected by filtration. The resulting solid was dissolved in 0.5 mol/L aqueous sodium hydroxide (150 mL), to the solution was add...